This data is from the Open Reaction Database (ORD), a public repository of structured organic reaction records. The task is: describe an organic reaction: reactants, conditions, products, and yield Reactants: COC=1C=C2C(=CC=NC2=CC1)OCC1CCC(CC1)NC(OC(C)(C)C)=O (tert-butyl [4-(6-methoxy-quinolin-4-yloxymethyl)-cyclohexyl]carbamate), C(=O)(C(F)(F)F)O (TFA). Solvent: ClCCl (dichloromethane). Yields the product COC=1C=C2C(=CC=NC2=CC1)OC[C@@H]1CC[C@H](CC1)N (trans-4-(6-Methoxy-quinolin-4-yloxymethyl)-cyclohexylamine). Reaction SMILES: [CH3:1][O:2][C:3]1[CH:4]=[C:5]2[C:10](=[CH:11][CH:12]=1)[N:9]=[CH:8][CH:7]=[C:6]2[O:13][CH2:14][CH:15]1[CH2:20][CH2:19][CH:18]([NH:21]C(=O)OC(C)(C)C)[CH2:17][CH2:16]1.C(O)(C(F)(F)F)=O>ClCCl>[CH3:1][O:2][C:3]1[CH:4]=[C:5]2[C:10](=[CH:11][CH:12]=1)[N:9]=[CH:8][CH:7]=[C:6]2[O:13][CH2:14][C@H:15]1[CH2:20][CH2:19][C@H:18]([NH2:21])[CH2:17][CH2:16]1. Procedure: A solution of tert-butyl [4-(6-methoxy-quinolin-4-yloxymethyl)-cyclohexyl]carbamate (438 mg, 1.13 mmol) and TFA (1.5 ml) in dichloromethane (4 ml) was stirred at room temperature for 2 hours. The reaction mixture was poured onto ice/ammonium hydroxide and extracted with dichloromethane. The organic extracts were dried over Na2SO4 and concentrated.